From a dataset of the Open Reaction Database (ORD), a public repository of structured organic reaction records. describe an organic reaction: reactants, conditions, products, and yield Starting materials: CC1=CC=CC(=N1)C#CC(O)C1CCNCC1 (3-(6-Methyl-pyridin-2-yl)-1-piperidin-4-yl-prop-2-yn-1-ol), FC=1C=C(C=C(C1)F)C#CCC1CCNCC1 (4-[3-(3,5-Difluorophenyl)prop-2-ynyl]piperidine), ClC1=NC(=CC=C1[N+](=O)[O-])C (2-chloro-3-nitro-6-picoline). Yields the product FC=1C=C(C=C(C1)F)C#CCC1CCN(CC1)C1=NC(=CC=C1[N+](=O)[O-])C (2-{4-[3-(3,5-Difluorophenyl)prop-2-yn-yl]piperidin-1-yl}-6-methyl-3-nitropyridine). Reaction SMILES: CC1N=C(C#CC(C2CCNCC2)O)C=CC=1.[F:18][C:19]1[CH:20]=[C:21]([C:26]#[C:27][CH2:28][CH:29]2[CH2:34][CH2:33][NH:32][CH2:31][CH2:30]2)[CH:22]=[C:23]([F:25])[CH:24]=1.Cl[C:36]1[C:41]([N+:42]([O-:44])=[O:43])=[CH:40][CH:39]=[C:38]([CH3:45])[N:37]=1>>[F:18][C:19]1[CH:20]=[C:21]([C:26]#[C:27][CH2:28][CH:29]2[CH2:30][CH2:31][N:32]([C:36]3[C:41]([N+:42]([O-:44])=[O:43])=[CH:40][CH:39]=[C:38]([CH3:45])[N:37]=3)[CH2:33][CH2:34]2)[CH:22]=[C:23]([F:25])[CH:24]=1. Procedure: The title compound was prepared following the procedure described for the compound of Example 237, but using Compound 248a instead of Compound 237a and 2-chloro-3-nitro-6-picoline instead of 2-bromo-3-nitropyridine. The crude was purified by automated flash liquid chromatography (Horizon™-Biotage) eluting with Petroleum Ether-EtOAc 9:1, affording the title product as a yellow oil. Starting materials: C1(=CC=CC=C1)SC(F)(F)S(=O)(=O)F (PhSCF2SO2F), Cl (HCl), C1(=CC=CC=C1)SC(F)(F)S(=O)(=O)F (PhSCF2SO2F), C(C1=CC=CC=C1)N (benzylamine). The solvent is ClCCCl (1,2-dichloroethane). Product: C(C1=CC=CC=C1)NS(=O)(=O)C(SC1=CC=CC=C1)(F)F (N-benzyldifluoro(phenylsulfanyl)methanesulfonamide), solid. Isolated yield 90.0%. Reaction SMILES: [C:1]1([S:7][C:8]([S:11](F)(=[O:13])=[O:12])([F:10])[F:9])[CH:6]=[CH:5][CH:4]=[CH:3][CH:2]=1.[CH2:15]([NH2:22])[C:16]1[CH:21]=[CH:20][CH:19]=[CH:18][CH:17]=1.Cl>ClCCCl>[CH2:15]([NH:22][S:11]([C:8]([F:10])([F:9])[S:7][C:1]1[CH:6]=[CH:5][CH:4]=[CH:3][CH:2]=1)(=[O:13])=[O:12])[C:16]1[CH:21]=[CH:20][CH:19]=[CH:18][CH:17]=1. Reported procedure: Added to a solution of 1,2-dichloroethane (15 ml), containing the PhSCF2SO2F (1.46 g, 5 mmol) obtained according to the method from example 7, was freshly distilled benzylamine (2.7 ml, 25 mmol). The mixture was stirred and heated at 50° C. for 20 h until the disappearance of PhSCF2SO2F (monitored by TLC and 19F NMR/CDCl3). After returning to ambient temperature, an aqueous solution of HCl (10%) was added to the reaction medium. The aqueous and organic phases were separated and the aqueous phase... Starting materials: CCOC(C)(C)CSCc1c(C)c(OC)cc[n+]1-c1nc2ccc(C(F)(F)F)cc2[nH]1, CS(=O)(=O)O, CO. Yields the product CCOC(C)(C)CSCc1c(C)c(OC)cc[n+]1-c1nc2ccc(C(F)(F)F)cc2[nH]1, CS(=O)(=O)[O-]. As a reaction SMILES: [CH2:1]([CH3:2])[O:3][C:4]([CH2:5][S:6][CH2:7][c:8]1[n+:9](-[c:17]2[nH:18][c:19]3[c:20]([n:21]2)[cH:22][cH:23][c:24]([C:26]([F:27])([F:28])[F:29])[cH:25]3)[cH:10][cH:11][c:12]([O:15][CH3:16])[c:13]1[CH3:14])([CH3:30])[CH3:31].[CH3:32][S:33]([OH:34])(=[O:35])=[O:36].[CH3:37][OH:38]>>[CH2:1]([CH3:2])[O:3][C:4]([CH2:5][S:6][CH2:7][c:8]1[n+:9](-[c:17]2[nH:18][c:19]3[c:20]([n:21]2)[cH:22][cH:23][c:24]([C:26]([F:27])([F:28])[F:29])[cH:25]3)[cH:10][cH:11][c:12]([O:15][CH3:16])[c:13]1[CH3:14])([CH3:30])[CH3:31].[CH3:32][S:33](=[O:34])(=[O:35])[O-:36]. Starting materials: COCCN, COC(=O)Nc1nc2ccc(O)cc2[nH]1, CN1CCCC1=O, O. Product: COCCNC(=O)Nc1nc2ccc(O)cc2[nH]1. As a reaction SMILES: [CH3:16][O:17][CH2:18][CH2:19][NH2:20].[CH3:1][O:2][C:3]([NH:4][c:5]1[n:6][c:7]2[c:8]([nH:9]1)[cH:10][c:11]([OH:14])[cH:12][cH:13]2)=[O:15].[CH3:22][N:23]1[CH2:24][CH2:25][CH2:26][C:27]1=[O:28].[OH2:21]>>[C:3]([NH:4][c:5]1[n:6][c:7]2[c:8]([nH:9]1)[cH:10][c:11]([OH:14])[cH:12][cH:13]2)(=[O:15])[NH:20][CH2:19][CH2:18][O:17][CH3:16]. Starting materials: BrC1=CC=C2C=CC3=C(C=CC4=CC=C1C2=C34)Br (1,6-dibromopyrene), C1(=CC(=CC=C1)B(O)O)C1=CC=CC=C1 ([1,1′-biphenyl]-3-ylboronic acid), C(=O)([O-])[O-].[K+].[K+] (K2CO3). The reagents and catalysts are C=1C=CC(=CC1)[P](C=2C=CC=CC2)(C=3C=CC=CC3)[Pd]([P](C=4C=CC=CC4)(C=5C=CC=CC5)C=6C=CC=CC6)([P](C=7C=CC=CC7)(C=8C=CC=CC8)C=9C=CC=CC9)[P](C=1C=CC=CC1)(C=1C=CC=CC1)C=1C=CC=CC1 (Pd(PPh3)4). The solvent is O1CCOCC1 (1,4-dioxane), O (water). The product is C1(=CC(=CC=C1)C1=CC=C2C=CC3=C(C=CC4=CC=C1C2=C34)Br)C3=CC=CC=C3 (1-([1,1′-biphenyl]-3-yl)-6-bromopyrene). Isolated yield 69.2%. RXN SMILES: [Br:1][C:2]1[C:15]2[C:16]3=[C:17]4[C:12](=[CH:13][CH:14]=2)[CH:11]=[CH:10][C:9](Br)=[C:8]4[CH:7]=[CH:6][C:5]3=[CH:4][CH:3]=1.[C:19]1([C:28]2[CH:33]=[CH:32][CH:31]=[CH:30][CH:29]=2)[CH:24]=[CH:23][CH:22]=[C:21](B(O)O)[CH:20]=1.C([O-])([O-])=O.[K+].[K+]>O1CCOCC1.O.C1C=CC([P]([Pd]([P](C2C=CC=CC=2)(C2C=CC=CC=2)C2C=CC=CC=2)([P](C2C=CC=CC=2)(C2C=CC=CC=2)C2C=CC=CC=2)[P](C2C=CC=CC=2)(C2C=CC=CC=2)C2C=CC=CC=2)(C2C=CC=CC=2)C2C=CC=CC=2)=CC=1>[C:19]1([C:28]2[CH:29]=[CH:30][CH:31]=[CH:32][CH:33]=2)[CH:24]=[CH:23][CH:22]=[C:21]([C:9]2[C:8]3[C:17]4=[C:16]5[C:5](=[CH:6][CH:7]=3)[CH:4]=[CH:3][C:2]([Br:1])=[C:15]5[CH:14]=[CH:13][C:12]4=[CH:11][CH:10]=2)[CH:20]=1 |f:2.3.4,^1:50,52,71,90|. Reported procedure: To a solution of 1,6-dibromopyrene (5.4 g, 15.0 mmol), [1,1′-biphenyl]-3-ylboronic acid (3.3 g, 16.5 mmol), and K2CO3 (10.4 g, 75.0 mmol) in 1,4-dioxane (320 mL) and water (50 mL) was bubbled with nitrogen for 15 min. Pd(PPh3)4 (0.87 g, 0.75 mmol) was then added to the mixture. The mixture was bubbled with nitrogen for 15 min. The resultant mixture was refluxed for 19 h. The reaction mixture was then extracted by DCM. The extracts were dried over MgSO4 and the solvent was removed in vacuo. The r... Starting materials: CC(CC(=O)OCC)(CCCCCl)C (ethyl 3,3-dimethyl-7-chloroheptanoate), [I-].[Na+] (sodium iodide). The solvent is C(C)C(=O)C (methyl ethyl ketone). Product: CC(CC(=O)OCC)(CCCCI)C (ethyl 3,3-dimethyl-7-iodoheptanoate). RXN SMILES: [CH3:1][C:2]([CH3:14])([CH2:9][CH2:10][CH2:11][CH2:12]Cl)[CH2:3][C:4]([O:6][CH2:7][CH3:8])=[O:5].[I-:15].[Na+]>C(C(C)=O)C>[CH3:1][C:2]([CH3:14])([CH2:9][CH2:10][CH2:11][CH2:12][I:15])[CH2:3][C:4]([O:6][CH2:7][CH3:8])=[O:5] |f:1.2|. Procedure details: To a solution of 3.57 g. (0.0162 mole) of ethyl 3,3-dimethyl-7-chloroheptanoate in 100 ml. of methyl ethyl ketone is added 4 g. of sodium iodide and the mixture heated at reflux for 18 hours. The reaction mixture is cooled, filtered and concentrated. The residue is partitioned between ether and water. The aqueous phase is extracted several times with ether. The extract is washed with sodium bisulfite solution, water and saline. The organic solution is dried over magnesium sulfate and concentrate...